From a dataset of the Open Reaction Database (ORD), a public repository of structured organic reaction records. describe an organic reaction: reactants, conditions, products, and yield The product is O=C(NC1CCCC1N1CCCC1)c1cccc(C(F)(F)F)c1Cl. Starting materials: O=C(O)c1cccc(C(F)(F)F)c1Cl, NC1CCCC1N1CCCC1. As a reaction SMILES: [Cl:12][c:13]1[c:14]([C:15](=[O:16])[OH:17])[cH:18][cH:19][cH:20][c:21]1[C:22]([F:23])([F:24])[F:25].[N:1]1([CH:6]2[CH:7]([NH2:11])[CH2:8][CH2:9][CH2:10]2)[CH2:2][CH2:3][CH2:4][CH2:5]1>>[N:1]1([CH:6]2[CH:7]([NH:11][C:15]([c:14]3[c:13]([Cl:12])[c:21]([C:22]([F:23])([F:24])[F:25])[cH:20][cH:19][cH:18]3)=[O:16])[CH2:8][CH2:9][CH2:10]2)[CH2:2][CH2:3][CH2:4][CH2:5]1. Reactants: BrCC=1C=C(C(=O)OC)C=CC1 (methyl 3-(bromomethyl)benzoate), FC=1C=C(C=CC1)B(O)O (3-fluorophenylboronic acid), C(C)(C)N(C(C)C)CC (N,N-diisopropylethylamine), ClCCl (dichloromethane). The reagents and catalysts are C1=CC=C(C=C1)P([C-]2C=CC=C2)C3=CC=CC=C3.C1=CC=C(C=C1)P([C-]2C=CC=C2)C3=CC=CC=C3.Cl[Pd]Cl.[Fe+2] ([1,1′-bis(diphenylphosphino)ferrocene]palladium(II) chloride). The solvent is O (water), C(OC)COC (dimethoxyethane). Yields the product FC=1C=C(CC=2C=C(C(=O)OC)C=CC2)C=CC1 (methyl 3-(3-fluorobenzyl)benzoate). Yield: 49.8%. Reaction SMILES: Br[CH2:2][C:3]1[CH:4]=[C:5]([CH:10]=[CH:11][CH:12]=1)[C:6]([O:8][CH3:9])=[O:7].[F:13][C:14]1[CH:15]=[C:16](B(O)O)[CH:17]=[CH:18][CH:19]=1.C(N(CC)C(C)C)(C)C.ClCCl>O.C(COC)OC.C1C=CC(P(C2C=CC=CC=2)[C-]2C=CC=C2)=CC=1.C1C=CC(P(C2C=CC=CC=2)[C-]2C=CC=C2)=CC=1.Cl[Pd]Cl.[Fe+2]>[F:13][C:14]1[CH:19]=[C:18]([CH:17]=[CH:16][CH:15]=1)[CH2:2][C:3]1[CH:4]=[C:5]([CH:10]=[CH:11][CH:12]=1)[C:6]([O:8][CH3:9])=[O:7] |f:6.7.8.9|. Reported procedure: A mixture of methyl 3-(bromomethyl)benzoate (0.500 g; 2.18 mmol), 3-fluorophenylboronic acid (0.334 g; 2.40 mmol), N,N-diisopropylethylamine (0.752 mL; 4.37 mmol) and [1,1′-bis(diphenylphosphino)ferrocene]palladium(II) chloride, complex with dichloromethane (0.178 g; 0.218 mmol) in water (1 mL) and dimethoxyethane (3 mL) was irradiated in a microwave oven at 130° C. for 15 minutes. The resulting mixture was partitioned between water and ethyl acetate and the phases were separated. The organic la... The reactants are COc1cccc(OC)c1-c1cc(C(=O)NC2(C(=O)O)C3CC4CC(C3)CC2C4)nn1-c1ccc(C(=O)N(C)CCCN(C)C)cc1C(C)C, CI, ClCCl. Yields the product COc1cccc(OC)c1-c1cc(C(=O)NC2(C(=O)O)C3CC4CC(C3)CC2C4)nn1-c1ccc(C(=O)N(C)CCC[N+](C)(C)C)cc1C(C)C, [I-]. As a reaction SMILES: [CH3:1][O:2][c:3]1[c:4](-[c:11]2[cH:12][c:13]([C:35](=[O:36])[NH:37][C:38]3([C:48](=[O:49])[OH:50])[CH:39]4[CH2:40][CH:41]5[CH2:42][CH:43]([CH2:44][CH:45]3[CH2:46]5)[CH2:47]4)[n:14][n:15]2-[c:16]2[c:17]([CH:32]([CH3:33])[CH3:34])[cH:18][c:19]([C:22]([N:23]([CH2:24][CH2:25][CH2:26][N:27]([CH3:28])[CH3:29])[CH3:30])=[O:31])[cH:20][cH:21]2)[c:5]([O:9][CH3:10])[cH:6][cH:7][cH:8]1.[CH3:51][I:52].[Cl:53][CH2:54][Cl:55]>>[CH3:1][O:2][c:3]1[c:4](-[c:11]2[cH:12][c:13]([C:35](=[O:36])[NH:37][C:38]3([C:48](=[O:49])[OH:50])[CH:39]4[CH2:40][CH:41]5[CH2:42][CH:43]([CH2:44][CH:45]3[CH2:46]5)[CH2:47]4)[n:14][n:15]2-[c:16]2[c:17]([CH:32]([CH3:33])[CH3:34])[cH:18][c:19]([C:22]([N:23]([CH2:24][CH2:25][CH2:26][N+:27]([CH3:28])([CH3:29])[CH3:51])[CH3:30])=[O:31])[cH:20][cH:21]2)[c:5]([O:9][CH3:10])[cH:6][cH:7][cH:8]1.[I-:52].